From a dataset of the Open Reaction Database (ORD), a public repository of structured organic reaction records. describe an organic reaction: reactants, conditions, products, and yield Starting materials: BrC=1C(NC(N(C1)C)=O)=O (5-bromo-1-methylpyrimidine-2,4(1H,3H)-dione), BrCC(=O)N (2-bromoacetamide), C(=O)([O-])[O-].[K+].[K+] (K2CO3). Solvent: CS(=O)C (DMSO). Conditions: time 4 hour. Product: BrC1=CN(C(N(C1=O)CC(=O)N)=O)C (2-(5-bromo-3-methyl-2,6-dioxo-2,3-dihydropyrimidin-1(6H)-yl)acetamide). Reaction SMILES: [Br:1][C:2]1[C:3](=[O:10])[NH:4][C:5](=[O:9])[N:6]([CH3:8])[CH:7]=1.Br[CH2:12][C:13]([NH2:15])=[O:14].C([O-])([O-])=O.[K+].[K+]>CS(C)=O>[Br:1][C:2]1[C:3](=[O:10])[N:4]([CH2:12][C:13]([NH2:15])=[O:14])[C:5](=[O:9])[N:6]([CH3:8])[CH:7]=1 |f:2.3.4|. Procedure details: A mixture of 5-bromo-1-methylpyrimidine-2,4(1H,3H)-dione (200 mg, 0.976 mmol), 2-bromoacetamide (162 mg, 1.171 mmol) and K2CO3 (162 mg, 1.171 mmol) in DMSO (4 mL) was stirred at room temperature for 4 hours. The reaction mixture was subsequently filtered and purified via preparative HPLC, eluting with a gradient of 1-40% ACN (containing 0.035% TFA) in H2O (containing 0.05% TFA) to give the title compound. The reactants are C(C)(C)(C)OC(N[C@@H](C)C1=NC2=C(N1C1CC1)C=C(C=C2)F)=O ([(S)-1-(1-cyclopropyl-6-fluoro-1H-benzoimidazol-2-yl)ethyl]carbamic acid tert-butyl ester), C(=O)(C(F)(F)F)O (TFA). The solvent is C(Cl)Cl (DCM). Run at time 1 hour. Product: C1(CC1)N1C(=NC2=C1C=C(C=C2)F)[C@H](C)N ((S)-1-(1-Cyclopropyl-6-fluoro-1H-benzoimidazol-2-yl)ethylamine). Yield: 58.2%. As a reaction SMILES: C(OC(=O)[NH:7][C@H:8]([C:10]1[N:14]([CH:15]2[CH2:17][CH2:16]2)[C:13]2[CH:18]=[C:19]([F:22])[CH:20]=[CH:21][C:12]=2[N:11]=1)[CH3:9])(C)(C)C.C(O)(C(F)(F)F)=O>C(Cl)Cl>[CH:15]1([N:14]2[C:13]3[CH:18]=[C:19]([F:22])[CH:20]=[CH:21][C:12]=3[N:11]=[C:10]2[C@@H:8]([NH2:7])[CH3:9])[CH2:17][CH2:16]1. Procedure details: To a solution of [(S)-1-(1-cyclopropyl-6-fluoro-1H-benzoimidazol-2-yl)ethyl]carbamic acid tert-butyl ester (414 mg, 1.3 mmol) in DCM (7 mL) was added TFA (3 mL) and the mixture stirred at RT for 1 h. The volatiles were removed in vacuo and the resulting residue partitioned between DCM and a saturated aqueous solution of NaHCO3. The two phase system was stirred for 10 min and then the organic layer was dried (MgSO4) and concentrated in vacuo. The resulting residue was purified by column chromatog... Reactants: FC1=C(C(=O)O)C(=CC=C1)[N+](=O)[O-] (2-fluoro-6-nitro-benzoic acid), CO (methanol), [N+](=[N-])=C (diazomethane). Solvent: C1CCOC1 (THF). Run at time 8 hour. Product: COC(C1=C(C=CC=C1[N+](=O)[O-])F)=O (2-Fluoro-6-nitro-benzoic acid methyl ester). Yield: 96.0%. Reaction SMILES: [F:1][C:2]1[CH:10]=[CH:9][CH:8]=[C:7]([N+:11]([O-:13])=[O:12])[C:3]=1[C:4]([OH:6])=[O:5].CO.[N+](=[CH2:18])=[N-]>C1COCC1>[CH3:18][O:5][C:4](=[O:6])[C:3]1[C:7]([N+:11]([O-:13])=[O:12])=[CH:8][CH:9]=[CH:10][C:2]=1[F:1]. Procedure: To a stirred solution of 2-fluoro-6-nitro-benzoic acid (2.15 g, 0.0116 mol) in THF (25 mL)/methanol (10 mL) under nitrogen was added diazomethane (5.8 mL) dropwise. The reaction mixture was stirred at room temperature overnight. HPLC indicated complete conversion to product. The reaction solvent was removed in vacuo to give a tannish yellow solid 2-Fluoro-6-nitro-benzoic acid methyl ester (2.2 g, 96% yield). 1H NMR (400 MHz, DMSO-d6) δ 8.12 (d, 1H, J=7.6 Hz), 7.88 (m, 2H), 3.92 (s, 3H).